From a dataset of the Open Reaction Database (ORD), a public repository of structured organic reaction records. describe an organic reaction: reactants, conditions, products, and yield The reactants are B, CN1CCN(C)C1=O, COC(=O)c1cccc(-n2cccc2C[N+](C)(C)C)c1, ClCCl, [I-], c1ccncc1. Yields the product COC(=O)c1cccc(-n2cccc2C)c1. RXN SMILES: [BH3:36].[CH3:22][N:23]1[CH2:24][CH2:25][N:26]([CH3:27])[C:28]1=[O:29].[CH3:2][N+:3]([CH3:4])([CH3:5])[CH2:6][c:7]1[n:8](-[c:12]2[cH:13][c:14]([C:15](=[O:16])[O:17][CH3:18])[cH:19][cH:20][cH:21]2)[cH:9][cH:10][cH:11]1.[Cl:37][CH2:38][Cl:39].[I-:1].[n:30]1[cH:31][cH:32][cH:33][cH:34][cH:35]1>>[CH3:6][c:7]1[n:8](-[c:12]2[cH:13][c:14]([C:15](=[O:16])[O:17][CH3:18])[cH:19][cH:20][cH:21]2)[cH:9][cH:10][cH:11]1. Yields the product C(C1=CC=CC=C1)C(COC)(CO[Si](C)(C)C)CC1=CC=CC=C1 (2,2-dibenzyl-1-methoxy-3-[(trimethylsilyl)oxy]propane). Procedure details: According to the procedure as described in Example 1,2,2-dibenzyl-1-methoxy-3-[(trimethylsilyl)oxy]propane was prepared from intermediate 2,2-dibenzyl-3-methoxy-1-propanol and reagent trimethylsilyl chloride. Reaction SMILES: [CH2:1]([C:8]([CH2:14][C:15]1[CH:20]=[CH:19][CH:18]=[CH:17][CH:16]=1)([CH2:11][O:12][CH3:13])[CH2:9][OH:10])[C:2]1[CH:7]=[CH:6][CH:5]=[CH:4][CH:3]=1.[CH3:21][Si:22](Cl)([CH3:24])[CH3:23]>>[CH2:14]([C:8]([CH2:1][C:2]1[CH:3]=[CH:4][CH:5]=[CH:6][CH:7]=1)([CH2:9][O:10][Si:22]([CH3:24])([CH3:23])[CH3:21])[CH2:11][O:12][CH3:13])[C:15]1[CH:20]=[CH:19][CH:18]=[CH:17][CH:16]=1. Starting materials: 1,2,2-dibenzyl-1-methoxy-3-[(trimethylsilyl)oxy]propane, C(C1=CC=CC=C1)C(CO)(COC)CC1=CC=CC=C1 (2,2-dibenzyl-3-methoxy-1-propanol), C[Si](C)(C)Cl (trimethylsilyl chloride). Starting materials: NC1=NC(=NN1)NS(=O)(=O)C1=C(C=CC=C1)Cl (N-(5-amino-1,2,4-triazol-3-yl)-2-chlorobenzenesulfonamide), FC(C(CC(C)=O)=O)(F)F (1,1,1-trifluoro-2,4-pentanedione), O (water). Solvent: C(C)(=O)O (acetic acid). Product: ClC1=C(C=CC=C1)S(=O)(=O)NC1=NN2C(N=C(C=C2C(F)(F)F)C)=N1 (2-Chloro-N-(5-methyl-7-trifluoromethyl-1,2,4-triazolo[1,5-a]pyrimidin-2-yl)benzenesulfonamide). Isolated yield 92.5%. Reaction SMILES: [NH2:1][C:2]1[NH:6][N:5]=[C:4]([NH:7][S:8]([C:11]2[CH:16]=[CH:15][CH:14]=[CH:13][C:12]=2[Cl:17])(=[O:10])=[O:9])[N:3]=1.[F:18][C:19]([F:27])([F:26])[C:20](=O)[CH2:21][C:22](=O)[CH3:23].O>C(O)(=O)C>[Cl:17][C:12]1[CH:13]=[CH:14][CH:15]=[CH:16][C:11]=1[S:8]([NH:7][C:4]1[N:3]=[C:2]2[N:1]=[C:22]([CH3:23])[CH:21]=[C:20]([C:19]([F:27])([F:26])[F:18])[N:6]2[N:5]=1)(=[O:9])=[O:10]. Reported procedure: A mixture of 2.19 g (8.00 mmol) of N-(5-amino-1,2,4-triazol-3-yl)-2-chlorobenzenesulfonamide and 1.09 ml (1.38 g, 8.96 mmol) of 1,1,1-trifluoro-2,4-pentanedione in 9 ml of glacial acetic acid was heated at reflux for 21 hours. After cooling to room temperature, the reaction mixture was poured into a mixture of ice and water. The solid which separated was collected by filtration, washed with water and dried to yield 2.90 g (93 percent) of the desired product as a white solid, mp 203°-204.5° C. IR... Reactants: BrBr (Br2), C1(NC=CC2=C1C1=C(S2)C=CC=C1)=O ([1]benzothieno[3,2-c]pyridin-1(2H)-one), O (H2O). Solvent: CC(=O)O (AcOH). Reaction conditions: time 30 minute. Product: BrC=1C2=C(C(NC1)=O)C1=C(S2)C=CC=C1 (4-Bromo[1]benzothieno[3,2-c]-pyridin-1(2H)-one). As a reaction SMILES: [C:1]1(=[O:14])[C:6]2[C:7]3[CH:13]=[CH:12][CH:11]=[CH:10][C:8]=3[S:9][C:5]=2[CH:4]=[CH:3][NH:2]1.[Br:15]Br.O>CC(O)=O>[Br:15][C:4]1[C:5]2[S:9][C:8]3[CH:10]=[CH:11][CH:12]=[CH:13][C:7]=3[C:6]=2[C:1](=[O:14])[NH:2][CH:3]=1. Reported procedure: To a suspension of [1]benzothieno[3,2-c]pyridin-1(2H)-one in AcOH (0.52 M) was added Br2 (1.1 equiv) at room temperature. The mixture was heated to reflux for 1.5 h, cooled to room temperature, poured into H2O and stirred for 30 min. The mixture was filtered and washed with H2O to give the title compound. Starting materials: CN(C1=C2C(C(=O)OC2=O)=CC=C1)C (3-dimethylaminophthalic anhydride), Cl.NC1C(NC(CC1)=O)=O (3-aminopiperidine-2,6-dione hydrogen chloride), C(C)(=O)[O-].[Na+] (sodium acetate). Solvent: C(C)(=O)O (acetic acid). Product: CN(C1=C2C(N(C(C2=CC=C1)=O)C1C(NC(CC1)=O)=O)=O)C (4-Dimethylamino-2-(2,6-dioxo(3-piperidyl))isoindoline-1,3-dione), solid. Yield: 75.0%. RXN SMILES: [CH3:1][N:2]([CH3:14])[C:3]1[CH:13]=[CH:12][CH:11]=[C:5]2[C:6]([O:8][C:9](=[O:10])[C:4]=12)=O.Cl.[NH2:16][CH:17]1[CH2:22][CH2:21][C:20](=[O:23])[NH:19][C:18]1=[O:24].C([O-])(=O)C.[Na+]>C(O)(=O)C>[CH3:14][N:2]([CH3:1])[C:3]1[CH:13]=[CH:12][CH:11]=[C:5]2[C:4]=1[C:9](=[O:10])[N:16]([CH:17]1[CH2:22][CH2:21][C:20](=[O:23])[NH:19][C:18]1=[O:24])[C:6]2=[O:8] |f:1.2,3.4|. Procedure details: 4-Dimethylamino-2-(2,6-dioxo(3-piperidyl))isoindoline-1,3-dione was prepared by the procedure of Example 1 from 3-dimethylaminophthalic anhydride (1.34 g, 7.0 mmol), 3-aminopiperidine-2,6-dione hydrogen chloride (1.15 g, 7.0 mmol) and sodium acetate (0.60 g, 7.3 mmol) in acetic acid (20 mL). The product was a yellow solid (1.59 g, 75% yield); mp, 214.5-216.5° C.; 1H NMR (DMSO-d6) δ 1.98-2.09 (m, 1H, CHH), 2.49-2.62 (m, 2H, CH2), 2.81-2.95 (m, 1H, CHH), 3.04 (s, 6H, CH3), 5.08 (dd, J=5.5, 12.7 Hz... The product is OCCc1ccccc1-c1ccccc1. Reactants: Brc1ccccc1-c1ccccc1, C1CO1, C1CCOC1, CCOCC, [Cl-], Cl, [Mg], [NH4+]. RXN SMILES: [Br:1][c:2]1[c:3](-[c:8]2[cH:9][cH:10][cH:11][cH:12][cH:13]2)[cH:4][cH:5][cH:6][cH:7]1.[CH2:15]1[CH2:16][O:17]1.[CH2:20]1[O:21][CH2:22][CH2:23][CH2:24]1.[CH3:25][CH2:26][O:27][CH2:28][CH3:29].[Cl-:18].[ClH:30].[Mg:14].[NH4+:19]>>[c:2]1([CH2:15][CH2:16][OH:17])[c:3](-[c:8]2[cH:9][cH:10][cH:11][cH:12][cH:13]2)[cH:4][cH:5][cH:6][cH:7]1. Reactants: C(CCC)C=1C=CC2=C(CCC=3C=C4N(C23)CCN=C4C)C1 (3-n-Butyl-5,6,10,11-tetrahydro-8-methyl-benzo[g]pyrazino[1,2-a]indole), C(\C=C\C(=O)O)(=O)O (fumaric acid), [BH4-].[Na+] (sodium borohydride), saturated solution. The solvent is CO (methanol), O (water), C(C)O (ethanol). Product: C(\C=C\C(=O)O)(=O)O.C(CCC)C=1C=CC2=C(CCC=3C=C4N(C23)CCNC4C)C1 (3-n-butyl-5,6,8,9,10,11-hexahydro-8-methyl-benzo[g]pyrazino[1,2-a]indole fumarate). Isolated yield 19.0%. RXN SMILES: [CH2:1]([C:5]1[CH:6]=[CH:7][C:8]2[C:16]3[N:15]4[CH2:17][CH2:18][N:19]=[C:20]([CH3:21])[C:14]4=[CH:13][C:12]=3[CH2:11][CH2:10][C:9]=2[CH:22]=1)[CH2:2][CH2:3][CH3:4].[BH4-].[Na+].[C:25]([OH:32])(=[O:31])/[CH:26]=[CH:27]/[C:28]([OH:30])=[O:29]>CO.O.C(O)C>[C:25]([OH:32])(=[O:31])/[CH:26]=[CH:27]/[C:28]([OH:30])=[O:29].[CH2:1]([C:5]1[CH:6]=[CH:7][C:8]2[C:16]3[N:15]4[CH2:17][CH2:18][NH:19][CH:20]([CH3:21])[C:14]4=[CH:13][C:12]=3[CH2:11][CH2:10][C:9]=2[CH:22]=1)[CH2:2][CH2:3][CH3:4] |f:1.2,7.8|. Procedure details: 3-n-Butyl-5,6,10,11-tetrahydro-8-methyl-benzo[g]pyrazino[1,2-a]indole (0.47 g) was dissolved in a mixture of 20 ml of methanol and 2 ml of water under argon. The solution was treated portionwise with 0.18 g of sodium borohydride while stirring and stirred at room temperature for 4 hours. Thereafter, the methanol was removed in a vacuum and the residue was stirred with 50 ml of ether and 20 ml of 10% ammonia solution. The phases were separated and the aqueous phase was extracted once with 50 ml o... Reactants: C(C1=CC=CC=C1)S(=O)(=O)C1=NC(=CC(=N1)C1=CC(=C(C=C1)F)Cl)N1[C@@H](CN(CC1)C1=NC=CC=C1Cl)C (2-(benzylsulfonyl)-4-(3-chloro-4-fluorophenyl)-6-((R)-4-(3-chloropyridin-2-yl)-2-methylpiperazin-1-yl)pyrimidine), CC1NCCC1 (2-methylpyrrolidine). Run in O1CCOCC1 (dioxane). Run at time 72 hour. The product is ClC=1C=C(C=CC1F)C1=NC(=NC(=C1)N1[C@@H](CN(CC1)C1=NC=CC=C1Cl)C)N1C(CCC1)C (4-(3-chloro-4-fluorophenyl)-6-((R)-4-(3-chloropyridin-2-yl)-2-methylpiperazin-1-yl)-2-(2-methylpyrrolidin-1-yl)pyrimidine). Reaction SMILES: C(S([C:11]1[N:16]=[C:15]([C:17]2[CH:22]=[CH:21][C:20]([F:23])=[C:19]([Cl:24])[CH:18]=2)[CH:14]=[C:13]([N:25]2[CH2:30][CH2:29][N:28]([C:31]3[C:36]([Cl:37])=[CH:35][CH:34]=[CH:33][N:32]=3)[CH2:27][C@H:26]2[CH3:38])[N:12]=1)(=O)=O)C1C=CC=CC=1.[CH3:39][CH:40]1[CH2:44][CH2:43][CH2:42][NH:41]1>O1CCOCC1>[Cl:24][C:19]1[CH:18]=[C:17]([C:15]2[CH:14]=[C:13]([N:25]3[CH2:30][CH2:29][N:28]([C:31]4[C:36]([Cl:37])=[CH:35][CH:34]=[CH:33][N:32]=4)[CH2:27][C@H:26]3[CH3:38])[N:12]=[C:11]([N:41]3[CH2:42][CH2:43][CH2:44][CH:40]3[CH3:39])[N:16]=2)[CH:22]=[CH:21][C:20]=1[F:23]. Procedure: Dissolve 2-(benzylsulfonyl)-4-(3-chloro-4-fluorophenyl)-6-((R)-4-(3-chloropyridin-2-yl)-2-methylpiperazin-1-yl)pyrimidine (57 mg, 0.1 mmol) and 2-methylpyrrolidine (0.5 mmol) in dioxane (1.0 mL) under nitrogen atmosphere and beat at 110° C. for 72 hours. Concentrate under vacuum to afford crude product and purify by flash column chromatography using 5% EtOAc/hexane to afford the title product as white amorphous solid. NMR (CDCl3) δ 1.31 (3H, d, J=1.5), 1.41 (3H, dd), 1.69 (1H, m), 1.9 (1H, m), 2... Reactants: COC1=CC(=C(C=C1)CC(=O)O)C(F)(F)F (4-methoxy-2-(trifluoromethyl)phenylacetic acid), Br (hydrobromic acid). The solvent is C(C)(=O)O (acetic acid). Conditions: temperature 145 celsius, time 8 hour. Product: OC1=CC(=C(C=C1)CC(=O)O)C(F)(F)F (4-hydroxy-2-(trifluoromethyl)phenylacetic acid). Yield: 63.8%. As a reaction SMILES: C[O:2][C:3]1[CH:8]=[CH:7][C:6]([CH2:9][C:10]([OH:12])=[O:11])=[C:5]([C:13]([F:16])([F:15])[F:14])[CH:4]=1.Br>C(O)(=O)C>[OH:2][C:3]1[CH:8]=[CH:7][C:6]([CH2:9][C:10]([OH:12])=[O:11])=[C:5]([C:13]([F:14])([F:15])[F:16])[CH:4]=1. Procedure: To a solution of 4-methoxy-2-(trifluoromethyl)phenylacetic acid (500 mg) in acetic acid (5.00 mL) was added a 48% aqueous hydrobromic acid solution (5.00 mL), followed by stirring at 145° C. overnight. The reaction suspension was concentrated under reduced pressure, to the residue was then added water, and the resulting solid was collected by filtration to obtain 4-hydroxy-2-(trifluoromethyl)phenylacetic acid (300 mg).